This data is from the Open Reaction Database (ORD), a public repository of structured organic reaction records. The task is: describe an organic reaction: reactants, conditions, products, and yield Starting materials: CNCCO, COCCOC, COc1cc2c(Nc3ccc4cn[nH]c4c3)c(C#N)cnc2cc1OCCCl, [I-], [Na+]. Yields the product COc1cc2c(Nc3ccc4cn[nH]c4c3)c(C#N)cnc2cc1OCCNCCO. RXN SMILES: [CH3:29][NH:30][CH2:31][CH2:32][OH:33].[CH3:36][O:37][CH2:38][CH2:39][O:40][CH3:41].[Cl:1][CH2:2][CH2:3][O:4][c:5]1[c:6]([O:27][CH3:28])[cH:7][c:8]2[c:9]([NH:17][c:18]3[cH:19][cH:20][c:21]4[cH:22][n:23][nH:24][c:25]4[cH:26]3)[c:10]([C:15]#[N:16])[cH:11][n:12][c:13]2[cH:14]1.[I-:35].[Na+:34]>>[CH2:2]([CH2:3][O:4][c:5]1[c:6]([O:27][CH3:28])[cH:7][c:8]2[c:9]([NH:17][c:18]3[cH:19][cH:20][c:21]4[cH:22][n:23][nH:24][c:25]4[cH:26]3)[c:10]([C:15]#[N:16])[cH:11][n:12][c:13]2[cH:14]1)[NH:30][CH2:31][CH2:32][OH:33].